This data is from the Open Reaction Database (ORD), a public repository of structured organic reaction records. The task is: describe an organic reaction: reactants, conditions, products, and yield Reactants: ClC1=C(C=C(C=O)C=C1)[N+](=O)[O-] (4-Chloro-3-nitrobenzaldehyde), COC=1C=C(CC#N)C=CC1OC (3,4-dimethoxybenzyl cyanide). The product is ClC1=C(C=C(C=C1)\C=C(/C#N)\C1=CC(=C(C=C1)OC)OC)[N+](=O)[O-] ((Z)-3-(4-chloro-3-nitro-phenyl)-2-(3,4-dimethoxy-phenyl)-acrylonitrile). The yield is 35.9%. RXN SMILES: [Cl:1][C:2]1[CH:9]=[CH:8][C:5]([CH:6]=O)=[CH:4][C:3]=1[N+:10]([O-:12])=[O:11].[CH3:13][O:14][C:15]1[CH:16]=[C:17]([CH:21]=[CH:22][C:23]=1[O:24][CH3:25])[CH2:18][C:19]#[N:20]>>[Cl:1][C:2]1[CH:9]=[CH:8][C:5](/[CH:6]=[C:18](/[C:17]2[CH:21]=[CH:22][C:23]([O:24][CH3:25])=[C:15]([O:14][CH3:13])[CH:16]=2)\[C:19]#[N:20])=[CH:4][C:3]=1[N+:10]([O-:12])=[O:11]. Procedure details: 4-Chloro-3-nitrobenzaldehyde (557 mg) and 3,4-dimethoxybenzyl cyanide (532 mg) were subjected to condensation in accordance with process B of (production process 2), to thereby produce the target product (372 mg, yield: 36%). Reactants: O=C(O)C(O)C(O)C(=O)O, CC1CCCN1, Cc1ccccc1, N#Cc1ccc(-c2ccc3cc(CCCl)nnc3c2)cc1. Yields the product CC1CCCN1CCc1cc2ccc(-c3ccc(C#N)cc3)cc2nn1. RXN SMILES: [C:1]([CH:2]([CH:3]([C:4]([OH:5])=[O:6])[OH:7])[OH:8])([OH:9])=[O:10].[CH3:11][CH:12]1[NH:13][CH2:14][CH2:15][CH2:16]1.[CH3:38][c:39]1[cH:40][cH:41][cH:42][cH:43][cH:44]1.[Cl:17][CH2:18][CH2:19][c:20]1[n:21][n:22][c:23]2[cH:24][c:25](-[c:30]3[cH:31][cH:32][c:33]([C:34]#[N:35])[cH:36][cH:37]3)[cH:26][cH:27][c:28]2[cH:29]1>>[CH3:11][CH:12]1[N:13]([CH2:18][CH2:19][c:20]2[n:21][n:22][c:23]3[cH:24][c:25](-[c:30]4[cH:31][cH:32][c:33]([C:34]#[N:35])[cH:36][cH:37]4)[cH:26][cH:27][c:28]3[cH:29]2)[CH2:14][CH2:15][CH2:16]1. Reactants: Cl (hydrochloric acid), O=C1N(C=2CCCCC2C(N1)=O)CCCC(=O)OCC (ethyl 3-(2,4-dioxo-3,4,5,6,7,8-hexahydro-1(2H)-quinazolinyl)-propanecarboxylate), [OH-].[Li+] (lithium hydroxide), C(C)O (ethanol). Run in mixture, O (water). Product: O=C1N(C=2CCCCC2C(N1)=O)CCCC(=O)O (3-(2,4-dioxo-3,4,5,6,7,8-hexahydro-1(2H)-quinazolinyl)-propanecarboxylic acid). Yield: 79.1%. RXN SMILES: [O:1]=[C:2]1[NH:11][C:10](=[O:12])[C:9]2[CH2:8][CH2:7][CH2:6][CH2:5][C:4]=2[N:3]1[CH2:13][CH2:14][CH2:15][C:16]([O:18]CC)=[O:17].[OH-].[Li+].C(O)C.Cl>O>[O:1]=[C:2]1[NH:11][C:10](=[O:12])[C:9]2[CH2:8][CH2:7][CH2:6][CH2:5][C:4]=2[N:3]1[CH2:13][CH2:14][CH2:15][C:16]([OH:18])=[O:17] |f:1.2|. Procedure details: A solution of 14.4 g (54.1 mmol) of ethyl 3-(2,4-dioxo-3,4,5,6,7,8-hexahydro-1(2H)-quinazolinyl)-propanecarboxylate and 6.47 g (270.4 mmol) of lithium hydroxide in 200 ml of a mixture of ethanol and water (4:1) are heated under reflux for one hour. The cooled solution is then mixed with 1 M hydrochloric acid until a pH of 1 is reached, and then concentrated to dryness. The resulting residue is dissolved in about 20 ml of water. On addition of ether, the product is obtained as a precipitate which... Reactants: Br, COC(=O)c1cc(C(C)=O)c(F)c(F)c1Nc1ccccc1Cl, CCOC(C)=O, O=C1CCC(=O)N1Br, CN(C)C=O. Yields the product COC(=O)c1cc(C(C)=O)c(F)c(F)c1Nc1ccc(Br)cc1Cl. Reaction SMILES: [BrH:32].[CH3:1][O:2][C:3]([c:4]1[c:5]([NH:15][c:16]2[c:17]([Cl:22])[cH:18][cH:19][cH:20][cH:21]2)[c:6]([F:14])[c:7]([F:13])[c:8]([C:10]([CH3:11])=[O:12])[cH:9]1)=[O:23].[CH3:38][CH2:39][O:40][C:41]([CH3:42])=[O:43].[O:24]=[C:25]1[N:26]([Br:31])[C:27](=[O:28])[CH2:29][CH2:30]1.[O:33]=[CH:34][N:35]([CH3:36])[CH3:37]>>[CH3:1][O:2][C:3]([c:4]1[c:5]([NH:15][c:16]2[c:17]([Cl:22])[cH:18][c:19]([Br:31])[cH:20][cH:21]2)[c:6]([F:14])[c:7]([F:13])[c:8]([C:10]([CH3:11])=[O:12])[cH:9]1)=[O:23]. The reactants are BrC=C(C)C=1C=NC=CC1 (3-(1-Bromoprop-1-en-2-yl)pyridine), CN1CCC=2NC=3C=CC(=CC3C2CC1)C (3,9-Dimethyl-1,2,3,4,5,6-hexahydroazepino[4,5-b]indole), N1[C@H](C(=O)O)CCC1 (L-proline), [O-]P(=O)([O-])[O-].[K+].[K+].[K+] (K3PO4). The reagents and catalysts are [Cu]I (CuI). Run in CN(C)C=O (DMF). Reaction conditions: time 10 minute. Yields the product CN1CCC=2N(C=3C=CC(=CC3C2CC1)C)\C=C(/C)\C=1C=NC=CC1 ((E)-3,9-dimethyl-6-(2-(pyridin-3-yl)prop-1-enyl)-1,2,3,4,5,6-hexahydroazepino[4,5-b]indole). Reaction SMILES: [CH3:1][N:2]1[CH2:15][CH2:14][C:13]2[C:12]3[CH:11]=[C:10]([CH3:16])[CH:9]=[CH:8][C:7]=3[NH:6][C:5]=2[CH2:4][CH2:3]1.N1CCC[C@H]1C(O)=O.[O-]P([O-])([O-])=O.[K+].[K+].[K+].Br[CH:34]=[C:35]([C:37]1[CH:38]=[N:39][CH:40]=[CH:41][CH:42]=1)[CH3:36]>CN(C=O)C.[Cu]I>[CH3:1][N:2]1[CH2:15][CH2:14][C:13]2[C:12]3[CH:11]=[C:10]([CH3:16])[CH:9]=[CH:8][C:7]=3[N:6](/[CH:34]=[C:35](/[C:37]3[CH:38]=[N:39][CH:40]=[CH:41][CH:42]=3)\[CH3:36])[C:5]=2[CH2:4][CH2:3]1 |f:2.3.4.5|. Procedure: 3,9-Dimethyl-1,2,3,4,5,6-hexahydroazepino[4,5-b]indole (200 mg, 0.934 mmol) was dissolved in DMF (6 mL), CuI (17.7 mg, 0.09 mmol), L-proline (21 mg, 0.18 mmol), K3PO4 (397 mg, 1.86 mmol) was added and stirred for 10 min. at RT. 3-(1-Bromoprop-1-en-2-yl)pyridine (222 mg, 1.12 mmol) was added dropwise and the reaction mixture was heated at 90° C. for 18 h. DMF was evaporated under reduced pressure, 10 mL water was added and the mixture extracted with ethyl acetate. The organic layer was dried over... Starting materials: N1=C(C=CC=C1)C (α-picoline), ClC(CNCCC)=C (N-(2-chloro-2-propen-1-yl)-N-propylamine), P(=O)(Cl)(Cl)Cl (phosphorus oxychloride), S(=O)(=O)=O (sulfur trioxide), solution. The solvent is ClCCCl (1,2-dichloroethane), C(C)(C)(C)OC (methyl tert-butyl ether), ClCCCl (1,2-dichloroethane). Reaction conditions: temperature 25 celsius, time 15 minute. The product is ClC(CN(S(=O)(=O)Cl)CCC)=C (N-(2-Chloro-2-propen-1-yl)-N-(n-propyl)sulfamoyl chloride). RXN SMILES: [S:1](=[O:4])(=O)=[O:2].N1C=CC=CC=1C.[Cl:12][C:13](=[CH2:19])[CH2:14][NH:15][CH2:16][CH2:17][CH3:18].P(Cl)(Cl)([Cl:22])=O>ClCCCl.C(OC)(C)(C)C>[Cl:12][C:13](=[CH2:19])[CH2:14][N:15]([CH2:16][CH2:17][CH3:18])[S:1]([Cl:22])(=[O:4])=[O:2]. Reported procedure: 35.7 g (0.256 mol) of sulfur trioxide as a 57.4% solution in 1,2-dichloroethane were added with stirring at from 0 to 5° C. within 15 min to a solution of 43.7 g (0.469 mol) of α-picoline in 200 ml of 1,2-dichloroethane, followed by washing with 40 ml of 1,2-dichloroethane and stirring for 15 min-until the temperature rose to 20° C. 28.5 g (0.192 mol) of 90% pure N-(2-chloro-2-propen-1-yl)-N-propylamine were then added within 15 min with stirring and external cooling at from 20 to 30° C., follow... The reactants are ClC1=CC=C(C=C1)C1=C2CCN(CC2=C(C=C1)[N+](=O)[O-])C (5-(4-Chlorophenyl)-N-methyl-8-nitro-1,2,3,4-tetrahydroiso-quinoline), S(O)(O)(=O)=O (sulphuric acid). The reagents and catalysts are [Ni] (Raney nickel). The solvent is CO (methanol). Reaction conditions: time 1.5 hour. The product is Cl.NC=1C=CC(=C2CCN(CC12)C)C1=CC=C(C=C1)Cl (8-Amino-5-(4-chlorophenyl)-N-methyl-1,2,3,4-tetrahydroisoquinoline hydrochloric acid salt). RXN SMILES: [Cl:1][C:2]1[CH:7]=[CH:6][C:5]([C:8]2[CH:17]=[CH:16][C:15]([N+:18]([O-])=O)=[C:14]3[C:9]=2[CH2:10][CH2:11][N:12]([CH3:21])[CH2:13]3)=[CH:4][CH:3]=1.S(=O)(=O)(O)O>[Ni].CO>[ClH:1].[NH2:18][C:15]1[CH:16]=[CH:17][C:8]([C:5]2[CH:4]=[CH:3][C:2]([Cl:1])=[CH:7][CH:6]=2)=[C:9]2[C:14]=1[CH2:13][N:12]([CH3:21])[CH2:11][CH2:10]2 |f:4.5|. Procedure: A mixture of 5-(4-Chlorophenyl)-N-methyl-8-nitro-1,2,3,4-tetrahydroiso-quinoline (3.47 g, 11.5 mmol), sulphuric acid (1 ml, 12 mmol), Raney nickel (1 ml, 50% slurry in water) and methanol (150 ml) was stirred under hydrogen for 1.5 h. The crude mixture was filtered through celite and was evaporated. Yield 3.2 g (90%). Mp 213-215° C. Reactants: COCCOCOC1=C(C=O)C=CC=C1 (2-methoxyethoxymethoxybenzaldehyde), COC=1C=C(CC#N)C=CC1OC (3,4-dimethoxybenzyl cyanide). Product: COC=1C=C(C=CC1OC)/C(/C#N)=C/C1=C(C=CC=C1)O ((Z)-2-(3,4-dimethoxy-phenyl)-3-(2-hydroxy-phenyl)-acrylonitrile). Yield: 52.3%. As a reaction SMILES: COCCOC[O:7][C:8]1[CH:15]=[CH:14][CH:13]=[CH:12][C:9]=1[CH:10]=O.[CH3:16][O:17][C:18]1[CH:19]=[C:20]([CH:24]=[CH:25][C:26]=1[O:27][CH3:28])[CH2:21][C:22]#[N:23]>>[CH3:16][O:17][C:18]1[CH:19]=[C:20](/[C:21](=[CH:10]/[C:9]2[CH:12]=[CH:13][CH:14]=[CH:15][C:8]=2[OH:7])/[C:22]#[N:23])[CH:24]=[CH:25][C:26]=1[O:27][CH3:28]. Procedure: The hydroxyl group of 2-hydroxybenzaldehyde (3.0 g) was protected by use of 2-methoxyethoxymethyl chloride (3.1 g) in accordance with (production process 1), to thereby produce 2-methoxyethoxymethoxybenzaldehyde (3.7 g, yield: 70%). The thus-produced 2-methoxyethoxymethoxybenzaldehyde (2.0 g) and 3,4-dimethoxybenzyl cyanide (1.7 g) were subjected to condensation in accordance with process A of (production process 2), to thereby yield an MEM form of the target product. Subsequently, the protectiv...